Dataset: the Open Reaction Database (ORD), a public repository of structured organic reaction records. Task: describe an organic reaction: reactants, conditions, products, and yield The reactants are Cl (HCl), CCOCC (ether), [H-].C(C(C)C)[Al+]CC(C)C (diisobutylaluminum hydride), BrCC1=CC(=CC=C1)C#N (α-bromo-m-tolunitrile). Run in ClC1=CC=CC=C1 (chlorobenzene), petroleum ether. Run at temperature 0 celsius, time 1 hour. Product: BrCC1=CC(=CC=C1)C=O (α-Bromo-m-tolualdehyde). The yield is 71.0%. RXN SMILES: [H-].C([Al+]CC(C)C)C(C)C.[Br:11][CH2:12][C:13]1[CH:18]=[CH:17][CH:16]=[C:15]([C:19]#N)[CH:14]=1.Cl.CC[O:24]CC>ClC1C=CC=CC=1>[Br:11][CH2:12][C:13]1[CH:18]=[CH:17][CH:16]=[C:15]([CH:19]=[O:24])[CH:14]=1 |f:0.1|. Procedure: A solution of diisobutylaluminum hydride (92 ml, 1M in hexanes, 92 mmol) was added dropwise via syringe pump injector over a period of 45 min to a solution of α-bromo-m-tolunitrile (15.000 g, 76.5 mmol) in 155 ml of chlorobenzene at 0° C. The resulting mixture was stirred at 0° C. for 1 h, then 100 ml of 10% aqueous HCl was added and stirring continued at 0° C. for 10 min. The layers were separated and the aqueous layer extracted with ether (2x). The organic solutions were combined and washed vi... Starting materials: CCN(C(C)C)C(C)C (DIPEA), BrC=1C=CC2=C(C=3SC(=CC3CCO2)C=2OC=NN2)C1 (2-(9-bromo-4,5-dihydro-6-oxa-1-thia-benzo[e]azulen-2-yl)-[1,3,4]oxadiazole), ClC1=C(N)C=CC(=C1)Cl (2,4-dichloroaniline), C(=O)(C(F)(F)F)O (TFA). Solvent: C1(=CC=CC=C1)C (toluene). Run at temperature 160 celsius. Product: BrC=1C=CC2=C(C=3SC(=CC3CCO2)C2=NN=CN2C2=C(C=C(C=C2)Cl)Cl)C1 (3-(9-Bromo-4,5-dihydro-6-oxa-1-thia-benzo[e]azulen-2-yl)-4-(2,4-dichloro-phenyl)-4H-[1,2,4]triazole). Yield: 45.9%. RXN SMILES: [Br:1][C:2]1[CH:3]=[CH:4][C:5]2[O:14][CH2:13][CH2:12][C:11]3[CH:10]=[C:9]([C:15]4O[CH:17]=[N:18][N:19]=4)[S:8][C:7]=3[C:6]=2[CH:20]=1.[Cl:21][C:22]1[CH:28]=[C:27]([Cl:29])[CH:26]=[CH:25][C:23]=1[NH2:24].C(O)(C(F)(F)F)=O.CCN(C(C)C)C(C)C>C1(C)C=CC=CC=1>[Br:1][C:2]1[CH:3]=[CH:4][C:5]2[O:14][CH2:13][CH2:12][C:11]3[CH:10]=[C:9]([C:15]4[N:24]([C:23]5[CH:25]=[CH:26][C:27]([Cl:29])=[CH:28][C:22]=5[Cl:21])[CH:17]=[N:18][N:19]=4)[S:8][C:7]=3[C:6]=2[CH:20]=1. Reported procedure: A microwave tube charged with 2-(9-bromo-4,5-dihydro-6-oxa-1-thia-benzo[e]azulen-2-yl)-[1,3,4]oxadiazole (200 mg; 0.57 mmol), 2,4-dichloroaniline (139 mg; 0.86 mmol), TFA (64 μl; 0.86 mmol) and toluene (1.5 ml) was heated in a microwave at 160° C. for 30 min. The reaction mixture was basified with DIPEA (0.2 ml), volatiles removed in vacuo and the residue purified by prep. LCMS to give 532 as a pale yellow solid (129 mg; 46%). δH (400 MHz, CDCl3) 3.14 (t, J=5.2, 2H), 4.29 (t, J=5.2, 2H), 6.89-6.... Isolated yield 78.0%. Run in O1CCOCC1 (dioxane), O (water). The reactants are O.[OH-].[Li+] (Lithium hydroxide monohydrate), C(C)(C)(C)OC(CN1C=C(C2=CC=CC=C12)C[C@@H](C(=O)OC)NC(=O)OC(C)(C)C)=O ((S)-methyl 3-(1-(2-(tert-butoxy)-2-oxoethyl)-1H-indol-3-yl)-2-((tert-butoxycarbonyl)amino)propanoate), Cl (HCl). Reaction conditions: time 1 hour. As a reaction SMILES: O.[OH-].[Li+].[C:4]([O:8][C:9](=[O:34])[CH2:10][N:11]1[C:19]2[C:14](=[CH:15][CH:16]=[CH:17][CH:18]=2)[C:13]([CH2:20][C@H:21]([NH:26][C:27]([O:29][C:30]([CH3:33])([CH3:32])[CH3:31])=[O:28])[C:22]([O:24]C)=[O:23])=[CH:12]1)([CH3:7])([CH3:6])[CH3:5].Cl>O1CCOCC1.O>[C:4]([O:8][C:9](=[O:34])[CH2:10][N:11]1[C:19]2[C:14](=[CH:15][CH:16]=[CH:17][CH:18]=2)[C:13]([CH2:20][C@H:21]([NH:26][C:27]([O:29][C:30]([CH3:33])([CH3:32])[CH3:31])=[O:28])[C:22]([OH:24])=[O:23])=[CH:12]1)([CH3:6])([CH3:7])[CH3:5] |f:0.1.2|. Reported procedure: Lithium hydroxide monohydrate (0.455 g, 10.84 mmol) was added to a solution of (S)-methyl 3-(1-(2-(tert-butoxy)-2-oxoethyl)-1H-indol-3-yl)-2-((tert-butoxycarbonyl)amino)propanoate (4.69 g, 10.84 mmol) in dioxane (50 mL) and water (16.67 mL) and stirred at RT for 1 hr. The reaction was neutralized with 1M HCl and extracted with EtOAc. The organic layer washed with brine, collected, dried over MgSO4, filtered and evaporated to give the crude material. The crude material was purified via silica gel... The product is C(C)(C)(C)OC(CN1C=C(C2=CC=CC=C12)C[C@@H](C(=O)O)NC(=O)OC(C)(C)C)=O ((S)-3-(1-(2-(tert-butoxy)-2-oxoethyl)-1H-indol-3-yl)-2-((tert-butoxycarbonyl)amino)propanoic acid). Reactants: ClC=1C2=C(N=CN1)NC(=C2)C(=O)OCC (4-chloro-6-ethoxycarbonyl-7H-pyrrolo[2,3-d]pyrimidine), ClC=1C=C(N)C=CC1 (3-chloro-aniline), C(C)(C)O.CCCCCC (isopropanol hexane). Solvent: C(CCC)O (n-butanol). The product is ClC=1C=C(NC=2C3=C(N=CN2)NC(=C3)C(=O)OCC)C=CC1 (4-(3-Chloro-anilino)-6-ethoxycarbonyl-7H-pyrrolo[2,3-d]pyrimidine). As a reaction SMILES: Cl[C:2]1[C:3]2[CH:10]=[C:9]([C:11]([O:13][CH2:14][CH3:15])=[O:12])[NH:8][C:4]=2[N:5]=[CH:6][N:7]=1.[Cl:16][C:17]1[CH:18]=[C:19]([CH:21]=[CH:22][CH:23]=1)[NH2:20].C(O)(C)C.CCCCCC>C(O)CCC>[Cl:16][C:17]1[CH:18]=[C:19]([CH:21]=[CH:22][CH:23]=1)[NH:20][C:2]1[C:3]2[CH:10]=[C:9]([C:11]([O:13][CH2:14][CH3:15])=[O:12])[NH:8][C:4]=2[N:5]=[CH:6][N:7]=1 |f:2.3|. Procedure: Under an argon atmosphere, 29.0 g (128 mmol) of 4-chloro-6-ethoxycarbonyl-7H-pyrrolo[2,3-d]pyrimidine and 18.0 ml (171 mmol) of 3-chloro-aniline in 430 ml of n-butanol are stirred at 100° C. for 3 hours (almost dissolved after ≈1 hour, then a thick suspension forms). The reaction mixture is cooled to ~50° C., then 400 ml of isopropanol/hexane (1:1) are added thereto. The reaction mixture is then cooled to RT and the product is filtered off and washed with isopropanol and hexane. Stirring from di... Reactants: CN1C=C(C2=CC=CC=C12)C=1C(NC(C1C1=CN(C2=CC=CC=C12)CCCOS(=O)(=O)C)=O)=O (3-(1-methyl-3-indolyl)-4-[1-[3-(methylsulphonyloxy)propyl]-3-indolyl]-1H-pyrrole-2,5-dione), solution, CN(C)C (trimethylamine). Solvent: C(C)O (ethanol). Reaction conditions: temperature 90 celsius. The product is CS(=O)(=O)[O-].C[N+](CCCN1C=C(C2=CC=CC=C12)C1=C(C(NC1=O)=O)C1=CN(C2=CC=CC=C12)C)(C)C (trimethyl [3-[3-[3-(1-methyl-3-indolyl)-2,5-dioxo-3-pyrrolin-4-yl]-1-indolyl]propyl]ammonium methylsulphonate). RXN SMILES: [CH3:1][N:2]1[C:10]2[C:5](=[CH:6][CH:7]=[CH:8][CH:9]=2)[C:4]([C:11]2[C:12](=[O:34])[NH:13][C:14](=[O:33])[C:15]=2[C:16]2[C:24]3[C:19](=[CH:20][CH:21]=[CH:22][CH:23]=3)[N:18]([CH2:25][CH2:26][CH2:27][O:28][S:29]([CH3:32])(=[O:31])=[O:30])[CH:17]=2)=[CH:3]1.[CH3:35][N:36]([CH3:38])[CH3:37]>C(O)C>[CH3:32][S:29]([O-:31])(=[O:30])=[O:28].[CH3:35][N+:36]([CH3:38])([CH3:37])[CH2:27][CH2:26][CH2:25][N:18]1[C:19]2[C:24](=[CH:23][CH:22]=[CH:21][CH:20]=2)[C:16]([C:15]2[C:14](=[O:33])[NH:13][C:12](=[O:34])[C:11]=2[C:4]2[C:5]3[C:10](=[CH:9][CH:8]=[CH:7][CH:6]=3)[N:2]([CH3:1])[CH:3]=2)=[CH:17]1 |f:3.4|. Procedure: A mixture of 173 mg of the product of Example 58 and 2 ml of a 33% solution of trimethylamine in ethanol was heated at 90° C. for 3 hours. The solvent was evaporated and the residue was purified on silica gel with dichloromethane/methanol/acetic acid/water (60:18:2:3). Trituration with ethyl acetate gave 75 mg of trimethyl [3-[3-[3-(1-methyl-3-indolyl)-2,5-dioxo-3-pyrrolin-4-yl]-1-indolyl]propyl]ammonium methylsulphonate, m.p. 180°-185° C. Starting materials: COC=1C=C2CCNCC2=CC1OC (6,7-dimethoxy-1,2,3,4-tetrahydroisoquinoline), amine, C(C)OC(C(CCCCB1OC(C(O1)(C)C)(C)C)(CCN1CC2=CC(=C(C=C2CC1)OC)OC)NC(=O)OC(C)(C)C)=O (2-tert-butoxycarbonylamino-2-[2-(6,7-dimethoxy-3,4-dihydro-1H-isoquinolin-2-yl)ethyl]-6-(4,4,5,5-tetramethyl-[1,3,2]-dioxa-borolan-2-yl)-hexanoic acid ethyl ester), Cl (hydrochloric acid). The solvent is O (water). Product: Cl.Cl.NC(C(=O)O)(CCCCB(O)O)CCN1CC2=CC(=C(C=C2CC1)OC)OC (2-Amino-6-borono-2-[2-(6,7-dimethoxy-3,4-dihydro-1H-isoquinolin-2-yl)ethyl]-hexanoic acid dihydrochloride). RXN SMILES: COC1C=C2C(=CC=1OC)CNCC2.C([O:17][C:18](=[O:57])[C:19]([NH:49]C(OC(C)(C)C)=O)([CH2:33][CH2:34][N:35]1[CH2:44][CH2:43][C:42]2[C:37](=[CH:38][C:39]([O:47][CH3:48])=[C:40]([O:45][CH3:46])[CH:41]=2)[CH2:36]1)[CH2:20][CH2:21][CH2:22][CH2:23][B:24]1[O:28]C(C)(C)C(C)(C)[O:25]1)C.[ClH:58]>O>[ClH:58].[ClH:58].[NH2:49][C:19]([CH2:33][CH2:34][N:35]1[CH2:44][CH2:43][C:42]2[C:37](=[CH:38][C:39]([O:47][CH3:48])=[C:40]([O:45][CH3:46])[CH:41]=2)[CH2:36]1)([CH2:20][CH2:21][CH2:22][CH2:23][B:24]([OH:28])[OH:25])[C:18]([OH:57])=[O:17] |f:4.5.6|. Procedure: 2-Amino-6-borono-2-[2-(6,7-dimethoxy-3,4-dihydro-1H-isoquinolin-2-yl)ethyl]-hexanoic acid dihydrochloride is prepared in a manner analogous to that set forth in Example 16, except 6,7-dimethoxy-1,2,3,4-tetrahydroisoquinoline is used as the amine in step 6. The final step is as follows: a solution of 2-tert-butoxycarbonylamino-2-[2-(6,7-dimethoxy-3,4-dihydro-1H-isoquinolin-2-yl)ethyl]-6-(4,4,5,5-tetramethyl-[1,3,2]-dioxa-borolan-2-yl)-hexanoic acid ethyl ester (108 mg) in 6 N hydrochloric acid (5...